Dataset: the Open Reaction Database (ORD), a public repository of structured organic reaction records. Task: describe an organic reaction: reactants, conditions, products, and yield Reactants: BrCCOC(C1N=C(SC1)C=1SC2=C(N1)C=CC(=C2)O)OC (2-(4-((2-bromoethoxy)(methoxy)methyl)-4,5-dihydrothiazol-2-yl)benzo[d]thiazol-6-ol), CN(C)C=O (DMF). Reaction conditions: time 28 hour. Product: CN(CCOC(C1N=C(SC1)C=1SC2=C(N1)C=CC(=C2)O)OC)C (2-(4-((2-(dimethylamino)ethoxy)(methoxy)methyl)-4,5-dihydrothiazol-2-yl)benzo[d]thiazol-6-ol). As a reaction SMILES: Br[CH2:2][CH2:3][O:4][CH:5]([O:21][CH3:22])[CH:6]1[CH2:10][S:9][C:8]([C:11]2[S:12][C:13]3[CH:19]=[C:18]([OH:20])[CH:17]=[CH:16][C:14]=3[N:15]=2)=[N:7]1.[CH3:23][N:24](C=O)[CH3:25]>>[CH3:23][N:24]([CH3:25])[CH2:2][CH2:3][O:4][CH:5]([O:21][CH3:22])[CH:6]1[CH2:10][S:9][C:8]([C:11]2[S:12][C:13]3[CH:19]=[C:18]([OH:20])[CH:17]=[CH:16][C:14]=3[N:15]=2)=[N:7]1. Reported procedure: To a vial containing 2-(4-((2-bromoethoxy)(methoxy)methyl)-4,5-dihydrothiazol-2-yl)benzo[d]thiazol-6-ol (16 mg) in DMF (200 uL) dimethylamine (40 uL of 2M in THF) was added. After 28 hours at room temperature, the reaction was purified by preparative RP-HPLC to yield 8 mg. 1H NMR (300 MHz, CDCl3) δ 7.78 (d, J=9.2, 1H), 7.14 (d, J=2.2, 1H), 6.97 (d, J=8.9, 1H), 4.74-4.59 (m, 2H), 4.12-3.78 (m, 1H), 3.21 (dd, J=7.2, 14.9, 1H), 3.10 (s, 2H), 2.63 (s, 5H), 1.29 (t, J=7.3, 1H). mass (MH+) calc and fo... Starting materials: C(CC)C1=NC2=C(N1CC1=CC=C(C=C1)C=1C(=CC=CC1)C(=O)OC(C)(C)C)C=C(C=C2C)C=2N=C(OC2)C2=CC=CC=C2 (tert.butyl 4'-[(2-n-propyl-4-methyl-6-(2-phenyl-oxazol-4-yl)-benzimidazol-1-yl)-methyl]-biphenyl-2-carboxylate), FC(C(=O)O)(F)F (trifluoroacetic acid). The solvent is C(Cl)Cl (methylene chloride). Yields the product C(CC)C1=NC2=C(N1CC1=CC=C(C=C1)C=1C(=CC=CC1)C(=O)O)C=C(C=C2C)C=2N=C(OC2)C2=CC=CC=C2 (4'-[(2-n-Propyl-4-methyl-6-(2-phenyl-oxazol-4-yl)-benzimidazol-1-yl)-methyl]-biphenyl-2-carboxylic Acid). RXN SMILES: [CH2:1]([C:4]1[N:8]([CH2:9][C:10]2[CH:15]=[CH:14][C:13]([C:16]3[C:17]([C:22]([O:24]C(C)(C)C)=[O:23])=[CH:18][CH:19]=[CH:20][CH:21]=3)=[CH:12][CH:11]=2)[C:7]2[CH:29]=[C:30]([C:34]3[N:35]=[C:36]([C:39]4[CH:44]=[CH:43][CH:42]=[CH:41][CH:40]=4)[O:37][CH:38]=3)[CH:31]=[C:32]([CH3:33])[C:6]=2[N:5]=1)[CH2:2][CH3:3].FC(F)(F)C(O)=O>C(Cl)Cl>[CH2:1]([C:4]1[N:8]([CH2:9][C:10]2[CH:15]=[CH:14][C:13]([C:16]3[C:17]([C:22]([OH:24])=[O:23])=[CH:18][CH:19]=[CH:20][CH:21]=3)=[CH:12][CH:11]=2)[C:7]2[CH:29]=[C:30]([C:34]3[N:35]=[C:36]([C:39]4[CH:44]=[CH:43][CH:42]=[CH:41][CH:40]=4)[O:37][CH:38]=3)[CH:31]=[C:32]([CH3:33])[C:6]=2[N:5]=1)[CH2:2][CH3:3]. Procedure: Prepared analogously to Example 88 from tert.butyl 4'-[(2-n-propyl-4-methyl-6-(2-phenyl-oxazol-4-yl)-benzimidazol-1-yl)-methyl]-biphenyl-2-carboxylate and trifluoroacetic acid in methylene chloride. Reactants: C(=O)([O-])C(O)C(O)C(=O)[O-].[K+].[Na+] (sodium potassium tartrate), ClC=1C=CC2=C(C(=NCC=3N2C(=C(N3)C(=O)OC)C(=O)OC)C3=C(C=CC=C3)F)C1 (dimethyl 8-chloro-6-(2-fluorophenyl)-4H-imidazo[1,2-a][1,4]benzodiazepine-1,2-dicarboxylate), [H-].[Al+3].[Li+].[H-].[H-].[H-] (lithium aluminium hydride). Solvent: O1CCCC1 (tetrahydrofuran), O1CCCC1 (tetrahydrofuran). Conditions: time 1 hour. The product is ClC=1C=CC2=C(C(=NCC=3N2C(=C(N3)CO)CO)C3=C(C=CC=C3)F)C1 ([8-chloro-6-(2-fluorophenyl)-2-hydroxymethyl-4H-imidazo[1,2-a]-[1,4]benzodiazepin-1-yl]-methanol). Isolated yield 64.7%. As a reaction SMILES: [Cl:1][C:2]1[CH:3]=[CH:4][C:5]2[N:11]3[C:12]([C:19](OC)=[O:20])=[C:13]([C:15](OC)=[O:16])[N:14]=[C:10]3[CH2:9][N:8]=[C:7]([C:23]3[CH:28]=[CH:27][CH:26]=[CH:25][C:24]=3[F:29])[C:6]=2[CH:30]=1.[H-].[Al+3].[Li+].[H-].[H-].[H-].C(C(C(C([O-])=O)O)O)([O-])=O.[K+].[Na+]>O1CCCC1>[Cl:1][C:2]1[CH:3]=[CH:4][C:5]2[N:11]3[C:12]([CH2:19][OH:20])=[C:13]([CH2:15][OH:16])[N:14]=[C:10]3[CH2:9][N:8]=[C:7]([C:23]3[CH:28]=[CH:27][CH:26]=[CH:25][C:24]=3[F:29])[C:6]=2[CH:30]=1 |f:1.2.3.4.5.6,7.8.9|. Reported procedure: A solution of 7.29 g of dimethyl 8-chloro-6-(2-fluorophenyl)-4H-imidazo[1,2-a][1,4]benzodiazepine-1,2-dicarboxylate in 100 ml of tetrahydrofuran was cooled to −78° C. and20 ml of a 1M lithium aluminium hydride solution in tetrahydrofuran was added dropwise in a manner such that the temperature did not exceed −70° C. After completion of the addition the mixture was brought slowly to room temperature and stirred for 1 h. Then, it was treated dropwise with saturated sodium potassium tartrate soluti... Reactants: C(C)(C)(C)C1=C(C=CC(=C1)C(=C)C)N1CCN(CC1)C(C(=O)OCC)=O (ethyl {4-[2-tert-butyl-4-(1-methylethenyl)phenyl]piperazin-1-yl}(oxo)acetate). The reagents and catalysts are [OH-].[Pd+2].[OH-] (palladium hydroxide). The solvent is C(C)(=O)OCC (ethyl acetate). Run at time 30 minute. The product is C(C)(C)(C)C1=C(C=CC(=C1)C(C)C)N1CCN(CC1)C(C(=O)OCC)=O (ethyl {4-[2-tert-butyl-4-(1-methylethyl)phenyl]piperazin-1-yl}(oxo)acetate). The yield is 77.8%. As a reaction SMILES: [C:1]([C:5]1[CH:10]=[C:9]([C:11]([CH3:13])=[CH2:12])[CH:8]=[CH:7][C:6]=1[N:14]1[CH2:19][CH2:18][N:17]([C:20](=[O:26])[C:21]([O:23][CH2:24][CH3:25])=[O:22])[CH2:16][CH2:15]1)([CH3:4])([CH3:3])[CH3:2]>C(OCC)(=O)C.[OH-].[Pd+2].[OH-]>[C:1]([C:5]1[CH:10]=[C:9]([CH:11]([CH3:13])[CH3:12])[CH:8]=[CH:7][C:6]=1[N:14]1[CH2:19][CH2:18][N:17]([C:20](=[O:26])[C:21]([O:23][CH2:24][CH3:25])=[O:22])[CH2:16][CH2:15]1)([CH3:3])([CH3:4])[CH3:2] |f:2.3.4|. Procedure: A suspension of ethyl {4-[2-tert-butyl-4-(1-methylethenyl)phenyl]piperazin-1-yl}(oxo)acetate (Example 166, 0.17 g, 0.474 mmol) and palladium hydroxide (20% on carbon, wetted with ca. 50% water, 20 mg) in ethyl acetate (3 mL) was stirred under hydrogen at room temperature for 30 minutes. The reaction mixture was filtered and the filtrate was concentrated under reduced pressure to provide ethyl {4-[2-tert-butyl-4-(1-methylethyl)phenyl]piperazin-1-yl}(oxo)acetate (0.133 g, 78%) as a colorless oil. Starting materials: Cn1cc(B2OC(C)(C)C(C)(C)O2)cn1, COC(=O)c1c(C)nc(Cl)nc1Cl, [F-], [K+], C1COCCO1. Product: COC(=O)c1c(C)nc(Cl)nc1-c1cnn(C)c1. RXN SMILES: [CH3:14][n:15]1[n:16][cH:17][c:18]([B:20]2[O:21][C:22]([CH3:23])([CH3:24])[C:25]([CH3:26])([CH3:27])[O:28]2)[cH:19]1.[Cl:1][c:2]1[n:3][c:4]([CH3:13])[c:5]([C:9](=[O:10])[O:11][CH3:12])[c:6]([Cl:8])[n:7]1.[F-:29].[K+:30].[O:31]1[CH2:32][CH2:33][O:34][CH2:35][CH2:36]1>>[Cl:1][c:2]1[n:3][c:4]([CH3:13])[c:5]([C:9](=[O:10])[O:11][CH3:12])[c:6](-[c:18]2[cH:17][n:16][n:15]([CH3:14])[cH:19]2)[n:7]1.